Dataset: the Open Reaction Database (ORD), a public repository of structured organic reaction records. Task: describe an organic reaction: reactants, conditions, products, and yield Starting materials: CCO, Cl, Nc1nc(Cl)c2ccn(Cc3cccs3)c2n1. Yields the product Nc1nc2c(ccn2Cc2cccs2)c(=O)[nH]1. RXN SMILES: [CH3:18][CH2:19][OH:20].[ClH:21].[NH2:1][c:2]1[n:3][c:4]([Cl:17])[c:5]2[c:6]([n:7]1)[n:8]([CH2:11][c:12]1[s:13][cH:14][cH:15][cH:16]1)[cH:9][cH:10]2>>[NH2:1][c:2]1[nH:3][c:4](=[O:20])[c:5]2[c:6]([n:7]1)[n:8]([CH2:11][c:12]1[s:13][cH:14][cH:15][cH:16]1)[cH:9][cH:10]2. Starting materials: CO (methanol), FC1=C2CCN(C2=CC=C1)C(CC1=NC(=CC(N1)=O)Cl)=O (2-[2-(4-fluoro-2,3-dihydroindol-1-yl)-2-oxoethyl]-6-chloro-3H-pyrimidin-4-one), N1=CC=C(C=C1)B1OC(C)(C)C(C)(C)O1 (pyridine-4-boronic acid pinacol ester), C([O-])([O-])=O.[Cs+].[Cs+] (cesium carbonate). The reagents and catalysts are O (water), C=1C=CC(=CC1)[P](C=2C=CC=CC2)(C=3C=CC=CC3)[Pd]([P](C=4C=CC=CC4)(C=5C=CC=CC5)C=6C=CC=CC6)([P](C=7C=CC=CC7)(C=8C=CC=CC8)C=9C=CC=CC9)[P](C=1C=CC=CC1)(C=1C=CC=CC1)C=1C=CC=CC1 (tetrakis(triphenylphosphine)palladium). The solvent is C(C)(=O)OCC (ethyl acetate), O1CCOCC1 (dioxane). The product is FC1=C2CCN(C2=CC=C1)C(CC1=NC(=CC(N1)=O)C1=CC=NC=C1)=O (2-[2-(4-fluoro-2,3-dihydroindol-1-yl)-2-oxoethyl]-6-pyridin-4-yl-3H-pyrimidin-4-one). Yield: 29.8%. Reaction SMILES: [F:1][C:2]1[CH:10]=[CH:9][CH:8]=[C:7]2[C:3]=1[CH2:4][CH2:5][N:6]2[C:11](=[O:21])[CH2:12][C:13]1[NH:18][C:17](=[O:19])[CH:16]=[C:15](Cl)[N:14]=1.[N:22]1[CH:27]=[CH:26][C:25](B2OC(C)(C)C(C)(C)O2)=[CH:24][CH:23]=1.C(=O)([O-])[O-].[Cs+].[Cs+].CO>O1CCOCC1.O.C1C=CC([P]([Pd]([P](C2C=CC=CC=2)(C2C=CC=CC=2)C2C=CC=CC=2)([P](C2C=CC=CC=2)(C2C=CC=CC=2)C2C=CC=CC=2)[P](C2C=CC=CC=2)(C2C=CC=CC=2)C2C=CC=CC=2)(C2C=CC=CC=2)C2C=CC=CC=2)=CC=1.C(OCC)(=O)C>[F:1][C:2]1[CH:10]=[CH:9][CH:8]=[C:7]2[C:3]=1[CH2:4][CH2:5][N:6]2[C:11](=[O:21])[CH2:12][C:13]1[NH:18][C:17](=[O:19])[CH:16]=[C:15]([C:25]2[CH:26]=[CH:27][N:22]=[CH:23][CH:24]=2)[N:14]=1 |f:2.3.4,^1:55,57,76,95|. Reported procedure: In a microwave tube, a mixture of 59 mg of 2-[2-(4-fluoro-2,3-dihydroindol-1-yl)-2-oxoethyl]-6-chloro-3H-pyrimidin-4-one, 88 mg of pyridine-4-boronic acid pinacol ester, 32 mg of tetrakis(triphenylphosphine)palladium and 0.26 ml of a 1.5M cesium carbonate solution in 1.25 ml of dioxane is microwave-irradiated for one and a half hours at 100° C. The reaction medium is taken up with a mixture of methanol, ethyl acetate and a few drops of water. The solid formed is filtered off and washed with wate... Starting materials: C(C1=CC=CC=C1)[C@@H]1N(C(OC1)=O)C([C@H]([C@H](O)C1=C(C=C(C=C1)OCCC=1N=C(OC1C)C1=CC=CC=C1)O[Si](C(C(C)C)(C)C)(C)C)OC)=O ((S)-4-benzyl-3-((2S,3R)-3-{2-[dimethyl-(1,1,2-trimethyl-propyl)-silanyloxy]-4-[2-(5-methyl-2-phenyl-oxazol-4-yl)-ethoxy]-phenyl}-3-hydroxy-2-methoxy-propionyl)-oxazolidin-2-one), C(C)[SiH](CC)CC (triethylsilane), ice AcOEt NaOH. Solvent: FC(C(=O)O)(F)F (trifluoroacetic acid). Conditions: time 3 hour. The product is C(C1=CC=CC=C1)[C@@H]1N(C(OC1)=O)C([C@H](CC1=C(C=C(C=C1)OCCC=1N=C(OC1C)C1=CC=CC=C1)O[Si](C(C(C)C)(C)C)(C)C)OC)=O ((S)-4-Benzyl-3-(3-{2-[dimethyl-(1,1,2-trimethyl-propyl)-silanyloxy]-4-[2-(5-methyl-2-phenyl-oxazol-4-yl)-ethoxy]-phenyl}-2-(2S)-methoxy-propionyl)-oxazolidin-2-one). Reaction SMILES: [CH2:1]([C@H:8]1[CH2:12][O:11][C:10](=[O:13])[N:9]1[C:14](=[O:51])[C@@H:15]([O:49][CH3:50])[C@@H:16]([C:18]1[CH:23]=[CH:22][C:21]([O:24][CH2:25][CH2:26][C:27]2[N:28]=[C:29]([C:33]3[CH:38]=[CH:37][CH:36]=[CH:35][CH:34]=3)[O:30][C:31]=2[CH3:32])=[CH:20][C:19]=1[O:39][Si:40]([CH3:48])([CH3:47])[C:41]([CH3:46])([CH3:45])[CH:42]([CH3:44])[CH3:43])O)[C:2]1[CH:7]=[CH:6][CH:5]=[CH:4][CH:3]=1.C([SiH](CC)CC)C>FC(F)(F)C(O)=O>[CH2:1]([C@H:8]1[CH2:12][O:11][C:10](=[O:13])[N:9]1[C:14](=[O:51])[C@@H:15]([O:49][CH3:50])[CH2:16][C:18]1[CH:23]=[CH:22][C:21]([O:24][CH2:25][CH2:26][C:27]2[N:28]=[C:29]([C:33]3[CH:34]=[CH:35][CH:36]=[CH:37][CH:38]=3)[O:30][C:31]=2[CH3:32])=[CH:20][C:19]=1[O:39][Si:40]([CH3:47])([CH3:48])[C:41]([CH3:45])([CH3:46])[CH:42]([CH3:43])[CH3:44])[C:2]1[CH:3]=[CH:4][CH:5]=[CH:6][CH:7]=1. Procedure details: The above prepared (S)-4-benzyl-3-((2S,3R)-3-{2-[dimethyl-(1,1,2-trimethyl-propyl)-silanyloxy]-4-[2-(5-methyl-2-phenyl-oxazol-4-yl)-ethoxy]-phenyl}-3-hydroxy-2-methoxy-propionyl)-oxazolidin-2-one (2.8 g, 3.91 mmol) was dissolved in 10 ml of trifluoroacetic acid, treated at 0° C. with 10 ml of triethylsilane and then kept for 3 hours at ambient temperature. The reaction mixture was then poured onto crashed ice/AcOEt/NaOH (1M), the organic layer was washed with water and brine, dried over magnesiu... Starting materials: COC(C)=O, C1CCOC1, CC(C)[N-]C(C)C, [Cl-], O=Cc1ccccc1Cl, [Li+], [NH4+]. The product is COC(=O)CC(O)c1ccccc1Cl. Reaction SMILES: [C:1]([CH3:2])(=[O:3])[O:4][CH3:5].[CH2:25]1[O:26][CH2:27][CH2:28][CH2:29]1.[CH3:7][CH:8]([N-:9][CH:10]([CH3:11])[CH3:12])[CH3:13].[Cl-:23].[Cl:14][c:15]1[c:16]([CH:17]=[O:18])[cH:19][cH:20][cH:21][cH:22]1.[Li+:6].[NH4+:24]>>[C:1]([CH2:2][CH:17]([c:16]1[c:15]([Cl:14])[cH:22][cH:21][cH:20][cH:19]1)[OH:18])(=[O:3])[O:4][CH3:5]. Starting materials: BrC=1C2=C(C(=NC1C)OC1=C(C=C(C=C1C)C)C)N=NN2C(CC)CC (7-bromo-1-(1-ethyl-propyl)-6-methyl-4-(2,4,6-trimethyl-phenoxy)-1H-[1,2,3]triazolo[4,5-c]pyridine), [Li]CCCC (nBuLi), CCCCCC (hexane), CI (MeI). The solvent is C1CCOC1 (THF). Conditions: time 5 minute. Yields the product C(C)C(CC)N1N=NC=2C(=NC(=C(C21)C)C)OC2=C(C=C(C=C2C)C)C (1-(1-Ethyl-propyl)-6,7-dimethyl-4-(2,4,6-trimethyl-phenoxy)-1H-[1,2,3]triazolo[4,5-c]pyridine). RXN SMILES: Br[C:2]1[C:3]2[N:21]([CH:22]([CH2:25][CH3:26])[CH2:23][CH3:24])[N:20]=[N:19][C:4]=2[C:5]([O:9][C:10]2[C:15]([CH3:16])=[CH:14][C:13]([CH3:17])=[CH:12][C:11]=2[CH3:18])=[N:6][C:7]=1[CH3:8].[Li][CH2:28]CCC.CCCCCC.CI>C1COCC1>[CH2:23]([CH:22]([N:21]1[C:3]2[C:2]([CH3:28])=[C:7]([CH3:8])[N:6]=[C:5]([O:9][C:10]3[C:15]([CH3:16])=[CH:14][C:13]([CH3:17])=[CH:12][C:11]=3[CH3:18])[C:4]=2[N:19]=[N:20]1)[CH2:25][CH3:26])[CH3:24]. Reported procedure: To a −78° C. solution of 7-bromo-1-(1-ethyl-propyl)-6-methyl-4-(2,4,6-trimethyl-phenoxy)-1H-[1,2,3]triazolo[4,5-c]pyridine (33 mg, 0.079 mmol) in 2 ml of dry THF was added 2.5 M nBuLi in hexane (0.047 ml, 0.019 mmol) and stirred at that temperature for 5 min. An excess of MeI (0.5 ml) was added and the mixture was stirred at that temperature for 15 min, then gradually warmed to room temperature for 1 hour. The mixture was quenched with saturated ammonium chloride and extracted with ethyl acetate... Starting materials: O=C([O-])[O-], CN(C)C=O, COc1cc(C(=O)N2CCCCc3cc(Cl)ccc32)ccc1O, ClCc1ccccc1Cl, [K+], [K+], O. Product: COc1cc(C(=O)N2CCCCc3cc(Cl)ccc32)ccc1OCc1ccccc1Cl. As a reaction SMILES: [C:24](=[O:25])([O-:26])[O-:27].[CH3:40][N:41]([CH3:42])[CH:43]=[O:44].[Cl:1][c:2]1[cH:3][cH:4][c:5]2[c:6]([cH:23]1)[CH2:7][CH2:8][CH2:9][CH2:10][N:11]2[C:12]([c:13]1[cH:14][c:15]([O:20][CH3:21])[c:16]([OH:19])[cH:17][cH:18]1)=[O:22].[Cl:30][c:31]1[c:32]([CH2:33][Cl:34])[cH:35][cH:36][cH:37][cH:38]1.[K+:28].[K+:29].[OH2:39]>>[Cl:1][c:2]1[cH:3][cH:4][c:5]2[c:6]([cH:23]1)[CH2:7][CH2:8][CH2:9][CH2:10][N:11]2[C:12]([c:13]1[cH:14][c:15]([O:20][CH3:21])[c:16]([O:19][CH2:33][c:32]2[c:31]([Cl:30])[cH:38][cH:37][cH:36][cH:35]2)[cH:17][cH:18]1)=[O:22]. Reactants: CCOC(C)=O, Cc1cccc(-c2csc(N3CCN(C(=O)OC(C)(C)C)CC3)n2)c1, Cl. Product: Cc1cccc(-c2csc(N3CCNCC3)n2)c1. RXN SMILES: [CH3:27][CH2:28][O:29][C:30](=[O:31])[CH3:32].[CH3:2][c:3]1[cH:4][c:5](-[c:9]2[n:10][c:11]([N:14]3[CH2:15][CH2:16][N:17]([C:20]([O:21][C:22]([CH3:23])([CH3:24])[CH3:25])=[O:26])[CH2:18][CH2:19]3)[s:12][cH:13]2)[cH:6][cH:7][cH:8]1.[ClH:1]>>[CH3:2][c:3]1[cH:4][c:5](-[c:9]2[n:10][c:11]([N:14]3[CH2:15][CH2:16][NH:17][CH2:18][CH2:19]3)[s:12][cH:13]2)[cH:6][cH:7][cH:8]1.